Dataset: the Open Reaction Database (ORD), a public repository of structured organic reaction records. Task: describe an organic reaction: reactants, conditions, products, and yield Starting materials: O1CCN(CC1)C1=C(N)C=C(C=C1)C(F)(F)F (2-morpholino-5-trifluoromethylaniline), C(=S)(Cl)Cl (thiophosgene). Solvent: O1CCOCC1 (dioxan), O (water). Yields the product O1CCN(CC1)C1=C(C=C(C=C1)C(F)(F)F)N=C=S (2-morpholino-5-trifluoromethylphenyl isothiocyanate). As a reaction SMILES: [O:1]1[CH2:6][CH2:5][N:4]([C:7]2[CH:13]=[CH:12][C:11]([C:14]([F:17])([F:16])[F:15])=[CH:10][C:8]=2[NH2:9])[CH2:3][CH2:2]1.[C:18](Cl)(Cl)=[S:19]>O1CCOCC1.O>[O:1]1[CH2:2][CH2:3][N:4]([C:7]2[CH:13]=[CH:12][C:11]([C:14]([F:16])([F:17])[F:15])=[CH:10][C:8]=2[N:9]=[C:18]=[S:19])[CH2:5][CH2:6]1. Reported procedure: Reaction of 2-morpholino-5-trifluoromethylaniline (12 g) with thiophosgene (8.6 g) in dioxan (30 ml) and water (100 ml) at 0° C. for 30 minutes and then at room temperature for 2 hours yielded a residue which was extracted with dichloromethane to give 2-morpholino-5-trifluoromethylphenyl isothiocyanate as a yellow oil. Reactants: CCN=C=NCCCN(C)C.Cl (EDC hydrochloride), C(C)C1=C(OC[C@H](CNC)O)C(=CC(=C1)C1=NOC(=N1)C1=CC(=NC(=C1)OC)C(CC)CC)C ((2S)-1-(2-ethyl-4-{5-[2-(1-ethyl-propyl)-6-methoxy-pyridin-4-yl]-[1,2,4]oxadiazol-3-yl}-6-methyl-phenoxy)-3-methylamino-propan-2-ol), C(CO)(=O)O (glycolic acid), C=1C=CC2=C(C1)N=NN2O (HOBt). Run in C1CCOC1 (THF). Run at time 2 hour. Product: C(C)C1=C(OC[C@H](CN(C(CO)=O)C)O)C(=CC(=C1)C1=NOC(=N1)C1=CC(=NC(=C1)OC)C(CC)CC)C (N-[(2S)-3-(2-Ethyl-4-{5-[2-(1-ethyl-propyl)-6-methoxy-pyridin-4-yl]-[1,2,4]oxadiazol-3-yl}-6-methyl-phenoxy)-2-hydroxy-propyl]-2-hydroxy-N-methyl-acetamide). Yield: 45.1%. Reaction SMILES: CCN=C=NCCCN(C)C.Cl.[CH2:13]([C:15]1[CH:27]=[C:26]([C:28]2[N:32]=[C:31]([C:33]3[CH:38]=[C:37]([O:39][CH3:40])[N:36]=[C:35]([CH:41]([CH2:44][CH3:45])[CH2:42][CH3:43])[CH:34]=3)[O:30][N:29]=2)[CH:25]=[C:24]([CH3:46])[C:16]=1[O:17][CH2:18][C@@H:19]([OH:23])[CH2:20][NH:21][CH3:22])[CH3:14].[C:47]([OH:51])(=O)[CH2:48][OH:49].C1C=CC2N(O)N=NC=2C=1>C1COCC1>[CH2:13]([C:15]1[CH:27]=[C:26]([C:28]2[N:32]=[C:31]([C:33]3[CH:38]=[C:37]([O:39][CH3:40])[N:36]=[C:35]([CH:41]([CH2:44][CH3:45])[CH2:42][CH3:43])[CH:34]=3)[O:30][N:29]=2)[CH:25]=[C:24]([CH3:46])[C:16]=1[O:17][CH2:18][C@@H:19]([OH:23])[CH2:20][N:21]([CH3:22])[C:47](=[O:51])[CH2:48][OH:49])[CH3:14] |f:0.1|. Reported procedure: EDC hydrochloride (144 mg, 753 μmol) is added to a stirred solution of (2S)-1-(2-ethyl-4-{5-[2-(1-ethyl-propyl)-6-methoxy-pyridin-4-yl]-[1,2,4]oxadiazol-3-yl}-6-methyl-phenoxy)-3-methylamino-propan-2-ol (294 mg, 627 μmol), glycolic acid (57 mg, 753 μmol) and HOBt (101 mg, 753 μmol) in THF (10 mL). The mixture is stirred at rt for 2 h before it is concentrated. The crude product is purified by prep. HPLC, then on prep. TLC plates using DCM containing 10% of 7 N NH3 in methanol to give the title c... Reactants: C(C)(C)(C)OC(NC1(CCC(CC1)OC=1C=C2C=CN=C(C2=CC1Cl)OCC1=CC=CC=C1)CCCO)=O ([4-(1-Benzyloxy-7-chloro-isoquinolin-6-yloxy)-1-(3-hydroxy-propyl)-cyclohexyl]-carbamic acid tert-butyl ester), C(C)(C)(C)OC(NC1(CCCC(CCC1)OC=1C=C2C=CN=C(C2=CC1Cl)OCC1=CC=CC=C1)CC=C)=O ([1-Allyl-5-(1-benzyloxy-7-chloro-isoquinolin-6-yloxy)-cyclooctyl]-carbamic acid tert-butyl ester), B1C2CCCC1CCC2 (9-BBN). Yields the product C(C)(C)(C)OC(NC1(CCCC(CCC1)OC=1C=C2C=CN=C(C2=CC1Cl)OCC1=CC=CC=C1)CCCO)=O ([5-(1-Benzyloxy-7-chloro-isoquinolin-6-yloxy)-1-(3-hydroxy-propyl)-cyclooctyl]-carbamic acid tert-butyl ester). RXN SMILES: C([O:5]C(=O)NC1(CCCO)CCC(OC2C=C3C(=CC=2Cl)C(OCC2C=CC=CC=2)=NC=C3)CC1)(C)(C)C.[C:39]([O:43][C:44](=[O:77])[NH:45][C:46]1([CH2:74][CH:75]=[CH2:76])[CH2:53][CH2:52][CH2:51][CH:50]([O:54][C:55]2[CH:56]=[C:57]3[C:62](=[CH:63][C:64]=2[Cl:65])[C:61]([O:66][CH2:67][C:68]2[CH:73]=[CH:72][CH:71]=[CH:70][CH:69]=2)=[N:60][CH:59]=[CH:58]3)[CH2:49][CH2:48][CH2:47]1)([CH3:42])([CH3:41])[CH3:40].B1C2CCCC1CCC2>>[C:39]([O:43][C:44](=[O:77])[NH:45][C:46]1([CH2:74][CH2:75][CH2:76][OH:5])[CH2:53][CH2:52][CH2:51][CH:50]([O:54][C:55]2[CH:56]=[C:57]3[C:62](=[CH:63][C:64]=2[Cl:65])[C:61]([O:66][CH2:67][C:68]2[CH:73]=[CH:72][CH:71]=[CH:70][CH:69]=2)=[N:60][CH:59]=[CH:58]3)[CH2:49][CH2:48][CH2:47]1)([CH3:42])([CH3:41])[CH3:40]. Reported procedure: 1.14 g of [5-(1-benzyloxy-7-chloro-isoquinolin-6-yloxy)-1-(3-hydroxy-propyl)-cyclooctyl]-carbamic acid tert-butyl ester (59) were synthesized using the procedure described for the synthesis of [4-(1-benzyloxy-7-chloro-isoquinolin-6-yloxy)-1-(3-hydroxy-propyl)-cyclohexyl]-carbamic acid tert-butyl ester (53) starting from 1.17 g (2.12 mmol) of [1-allyl-5-(1-benzyloxy-7-chloro-isoquinolin-6-yloxy)-cyclooctyl]-carbamic acid tert-butyl ester (58) and 12.7 mL (6.37 mmol) of 9-BBN (0.5M solution in THF... Starting materials: C(C)OC(=O)C1N(CCN(C1)S(=O)(=O)C1=CC(=CC=C1)Cl)C1=C(C=C(C=C1)F)C (4-(3-chloro-benzenesulfonyl)-1-(4-fluoro-2-methyl-phenyl)-piperazine-2-carboxylic acid ethyl ester), [Li+].[OH-] (LiOH), CO (methanol), OS(=O)(=O)[O-].[K+] (KHSO4). The solvent is O1CCCC1 (tetrahydrofuran). Yields the product ClC=1C=C(C=CC1)S(=O)(=O)N1CC(N(CC1)C1=C(C=C(C=C1)F)C)C(=O)O (4-(3-chloro-benzenesulfonyl)-1-(4-fluoro-2-methyl-phenyl)-piperazine-2-carboxylic acid). RXN SMILES: C([O:3][C:4]([CH:6]1[CH2:11][N:10]([S:12]([C:15]2[CH:20]=[CH:19][CH:18]=[C:17]([Cl:21])[CH:16]=2)(=[O:14])=[O:13])[CH2:9][CH2:8][N:7]1[C:22]1[CH:27]=[CH:26][C:25]([F:28])=[CH:24][C:23]=1[CH3:29])=[O:5])C.[Li+].[OH-].CO.OS([O-])(=O)=O.[K+]>O1CCCC1>[Cl:21][C:17]1[CH:16]=[C:15]([S:12]([N:10]2[CH2:9][CH2:8][N:7]([C:22]3[CH:27]=[CH:26][C:25]([F:28])=[CH:24][C:23]=3[CH3:29])[CH:6]([C:4]([OH:5])=[O:3])[CH2:11]2)(=[O:13])=[O:14])[CH:20]=[CH:19][CH:18]=1 |f:1.2,4.5|. Reported procedure: To a solution of 4-(3-chloro-benzenesulfonyl)-1-(4-fluoro-2-methyl-phenyl)-piperazine-2-carboxylic acid ethyl ester (730 mg) in tetrahydrofuran (20 mL) was added 1 M aqueous LiOH solution (16.6 mL) and methanol until a clear solution was obtained. The mixture was stirred at reflux for 1 h, 1M KHSO4 (20 mL) was added and the inorganic phase was extracted with ethyl acetate. The combined organic phases were dried (Na2SO4), filtered and evaporated to yield 4-(3-chloro-benzenesulfonyl)-1-(4-fluoro-2... Reactants: C=C1CC(=O)O1 (diketene), N=C1SCCN1C (2-imino-3-methylthiazolidine), ice. Solvent: C(C)O (ethanol), C(C)O (ethanol). Product: C(CC(=O)C)(=O)N=C1SCCN1C (2-acetoacetylimino-3-methylthiazolidine). RXN SMILES: [CH2:1]=[C:2]1[O:6][C:4](=[O:5])[CH2:3]1.[NH:7]=[C:8]1[N:12]([CH3:13])[CH2:11][CH2:10][S:9]1>C(O)C>[C:4]([N:7]=[C:8]1[N:12]([CH3:13])[CH2:11][CH2:10][S:9]1)(=[O:5])[CH2:3][C:2]([CH3:1])=[O:6]. Procedure: A solution of 13 g. of diketene in 100 ml. of ethanol was added dropwise to an ice-cold solution of 18 g. of 2-imino-3-methylthiazolidine in 100 ml. of ethanol. The mixture was allowed to warm spontaneously to room temperature and then evaporated to dryness. The residue was triturated with ether, collected on a filter and dried in a dessicator to give 2-acetoacetylimino-3-methylthiazolidine, m.p. 43°-45° C. Reactants: NC1CN(C2=CC=CC=C2C1)C(C1=CC=C(C=C1)NC(C1=CC(=CC(=C1)Cl)Cl)=O)=O (3-amino-1-[4-(3,5-dichlorobenzoylamino)benzoyl]-1,2,3,4-tetrahydroquinoline), C=O (formaline), C(#N)[BH3-].[Na+] (sodium cyanoborohydride), C([O-])([O-])=O.[K+].[K+] (potassium carbonate). Solvent: CO (methanol), O (Water), C(C)(=O)O (acetic acid). Conditions: time 1 hour. The product is CN(C1CN(C2=CC=CC=C2C1)C(C1=CC=C(C=C1)NC(C1=CC(=CC(=C1)Cl)Cl)=O)=O)C (3-dimethylamino-1-[4-(3,5-dichlorobenzoylamino)benzoyl]-1,2,3,4-tetrahydroquinoline). Reaction SMILES: N[CH:2]1[CH2:11][C:10]2[C:5](=[CH:6][CH:7]=[CH:8][CH:9]=2)[N:4]([C:12](=[O:30])[C:13]2[CH:18]=[CH:17][C:16]([NH:19][C:20](=[O:29])[C:21]3[CH:26]=[C:25]([Cl:27])[CH:24]=[C:23]([Cl:28])[CH:22]=3)=[CH:15][CH:14]=2)[CH2:3]1.C=O.[C:33]([BH3-])#[N:34].[Na+].[C:37](=O)([O-])[O-].[K+].[K+]>O.C(O)(=O)C.CO>[CH3:37][N:34]([CH3:33])[CH:2]1[CH2:11][C:10]2[C:5](=[CH:6][CH:7]=[CH:8][CH:9]=2)[N:4]([C:12](=[O:30])[C:13]2[CH:18]=[CH:17][C:16]([NH:19][C:20](=[O:29])[C:21]3[CH:26]=[C:25]([Cl:27])[CH:24]=[C:23]([Cl:28])[CH:22]=3)=[CH:15][CH:14]=2)[CH2:3]1 |f:2.3,4.5.6|. Procedure: To 3-amino-1-[4-(3,5-dichlorobenzoylamino)benzoyl]-1,2,3,4-tetrahydroquinoline (0.5 g) are added methanol (10 ml), 37% formaline (0.8 ml) and sodium cyanoborohydride (0.16 g). To the mixture is added acetic acid (0.5 ml) under ice-cooling and the mixture is stirred at room temperature for 1 hour. Water is added to the reaction mixture and the mixture is basified with potassium carbonate and extracted with dichloromethane. The solvent is concentrated and the resulting residue is purified by silic... Starting materials: C(C)(=O)O[BH-](OC(C)=O)OC(C)=O.[Na+] (sodium triacetoxyborohydride), C([O-])([O-])=O.[Na+].[Na+] (sodium carbonate), O[C@@H]1[C@@H](CNC1)CNC(OCC1=CC=CC=C1)=O (Phenylmethyl {[(3S,4R)-4-hydroxy-3-pyrrolidinyl]methyl}carbamate), COC1=CC=C2C=CC(N(C2=C1)CC=O)=O ([7-(methyloxy)-2-oxo-1(2H)-quinolinyl]acetaldehyde). Solvent: CO (MeOH), C(Cl)Cl (DCM). Run at time 1 hour. Yields the product O[C@@H]1[C@@H](CN(C1)CCN1C(C=CC2=CC=C(C=C12)OC)=O)CNC(OCC1=CC=CC=C1)=O (Phenylmethyl [((3R,4R)-4-hydroxy-1-{2-[7-(methyloxy)-2-oxo-1(2H)-quinolinyl]ethyl}-3-pyrrolidinyl)methyl]carbamate), oil. Isolated yield 62.0%. As a reaction SMILES: [OH:1][C@H:2]1[CH2:6][NH:5][CH2:4][C@H:3]1[CH2:7][NH:8][C:9](=[O:18])[O:10][CH2:11][C:12]1[CH:17]=[CH:16][CH:15]=[CH:14][CH:13]=1.[CH3:19][O:20][C:21]1[CH:30]=[C:29]2[C:24]([CH:25]=[CH:26][C:27](=[O:34])[N:28]2[CH2:31][CH:32]=O)=[CH:23][CH:22]=1.C(=O)([O-])[O-].[Na+].[Na+].C(O[BH-](OC(=O)C)OC(=O)C)(=O)C.[Na+]>C(Cl)Cl.CO>[OH:1][C@H:2]1[CH2:6][N:5]([CH2:32][CH2:31][N:28]2[C:29]3[C:24](=[CH:23][CH:22]=[C:21]([O:20][CH3:19])[CH:30]=3)[CH:25]=[CH:26][C:27]2=[O:34])[CH2:4][C@H:3]1[CH2:7][NH:8][C:9](=[O:18])[O:10][CH2:11][C:12]1[CH:17]=[CH:16][CH:15]=[CH:14][CH:13]=1 |f:2.3.4,5.6|. Procedure details: Phenylmethyl {[(3S,4R)-4-hydroxy-3-pyrrolidinyl]methyl}carbamate (300 mg, 1.20 mmol) and [7-(methyloxy)-2-oxo-1(2H)-quinolinyl]acetaldehyde (260 mg, 1.12 mmol) were combined in anhydrous DCM (5 ml) and anhydrous MeOH (1 ml) with a spatula of solid sodium carbonate. The reaction mixture was stirred under nitrogen for 1 h then sodium triacetoxyborohydride (762 mg, 3.6 mmol) was added and stirred overnight. The reaction mixture was concentrated and the title compound was obtained as a pale yellow o... Reactants: N1C(=NC2=C1C=CC=C2)NC2CCN(CC2)C(=O)OCC ((1H-benzimidazol-2-yl)(1-ethoxycarbonyl-piperidin-4-yl)amine), CI (methyl iodide), CN(C=O)C (dimethylformamide), [H-].[Na+] (sodium hydride). Solvent: C(C)(=O)OCC (ethyl acetate), O1CCCC1 (tetrahydrofuran). Conditions: time 1 hour. The product is CN1C(=NC2=C1C=CC=C2)NC2CCN(CC2)C(=O)OCC ((1-methyl-1H-benzimidazol-2-yl)(1-ethoxycarbonylpiperidin-4-yl)amine). As a reaction SMILES: [NH:1]1[C:5]2[CH:6]=[CH:7][CH:8]=[CH:9][C:4]=2[N:3]=[C:2]1[NH:10][CH:11]1[CH2:16][CH2:15][N:14]([C:17]([O:19][CH2:20][CH3:21])=[O:18])[CH2:13][CH2:12]1.[CH3:22]N(C)C=O.[H-].[Na+].CI>C(OCC)(=O)C.O1CCCC1>[CH3:22][N:1]1[C:5]2[CH:6]=[CH:7][CH:8]=[CH:9][C:4]=2[N:3]=[C:2]1[NH:10][CH:11]1[CH2:16][CH2:15][N:14]([C:17]([O:19][CH2:20][CH3:21])=[O:18])[CH2:13][CH2:12]1 |f:2.3|. Reported procedure: Combine (1H-benzimidazol-2-yl)(1-ethoxycarbonyl-piperidin-4-yl)amine (1.44 g, 5.0 mmol) and dimethylformamide (3 mL) and tetrahydrofuran (25 mL). Add sodium hydride (0.34 g, 60% in oil, 8.5 mmol). After 1 hour, add methyl iodide (1 mL). After 18 hours, evaporate in vacuo to give a residue. Chromatograph the residue on silica gel eluting with ethyl acetate to give (1-methyl-1H-benzimidazol-2-yl)(1-ethoxycarbonylpiperidin-4-yl)amine: Rf=0.25 (silica gel, ethyl acetate). Starting materials: C(C)OC1=C(C=C2C(=CC(OC2=C1)(C)C)C(C)C)/C(=C(\C(=O)OCC)/F)/C (ethyl (2E)-3-(7-ethoxy-4-isopropyl-2,2-dimethyl-2H-chromen-6-yl)-2-fluoro-but-2-enoate), C(C)OC1=C(C=C2C(=CC(OC2=C1)(C)C)C(C)C)/C(=C(\C(=O)OCC)/F)/C (ethyl (2E)-3-(7-ethoxy-4-isopropyl-2,2-dimethyl-2H-chromen-6-yl)-2-fluoro-but-2-enoate), [H-].C(C(C)C)[Al+]CC(C)C (diisobutylaluminum hydride). Yields the product C(C)OC1=C(C=C2C(=CC(OC2=C1)(C)C)C(C)C)/C(=C(\C)/F)/C ((2E)-3-(7-Ethoxy-4-isopropyl-2,2-dimethyl-2H-chromen-6-yl)-2-fluoro-but-2-en). RXN SMILES: [CH2:1]([O:3][C:4]1[CH:13]=[C:12]2[C:7]([C:8]([CH:16]([CH3:18])[CH3:17])=[CH:9][C:10]([CH3:15])([CH3:14])[O:11]2)=[CH:6][C:5]=1/[C:19](/[CH3:27])=[C:20](/[F:26])\[C:21](OCC)=O)[CH3:2].[H-].C([Al+]CC(C)C)C(C)C>>[CH2:1]([O:3][C:4]1[CH:13]=[C:12]2[C:7]([C:8]([CH:16]([CH3:18])[CH3:17])=[CH:9][C:10]([CH3:15])([CH3:14])[O:11]2)=[CH:6][C:5]=1/[C:19](/[CH3:27])=[C:20](/[F:26])\[CH3:21])[CH3:2] |f:1.2|. Procedure details: Following General Procedure L, ethyl (2E)-3-(7-ethoxy-4-isopropyl-2,2-dimethyl-2H-chromen-6-yl)-2-fluoro-but-2-enoate (Compound 72, 163,mg, 0.44 mmol) and diisobutylaluminum hydride (1M in hexanes, 1.74 mL, 1.74 mmol) were reacted to give the title compound as a colorless oil after purification by flash chromatography (silica gel, 1:9 to 1:4 ethyl acetate/hexane). As a reaction SMILES: [Br:1][CH2:2][c:3]1[c:4]([F:11])[cH:5][c:6]([C:7]#[N:8])[cH:9][cH:10]1.[C:13]1(=[O:14])[NH:17][C:15](=[O:16])[c:18]2[cH:19][cH:20][cH:21][cH:22][c:23]21.[CH3:31][CH2:32][OH:33].[K:12].[NH2:24][NH2:25].[O:26]=[CH:27][N:28]([CH3:29])[CH3:30].[OH2:34]>>[CH2:2]([c:3]1[c:4]([F:11])[cH:5][c:6]([C:7]#[N:8])[cH:9][cH:10]1)[NH2:17]. Starting materials: N#Cc1ccc(CBr)c(F)c1, O=C1NC(=O)c2ccccc21, CCO, [K], NN, CN(C)C=O, O. Yields the product N#Cc1ccc(CN)c(F)c1.